Dataset: the Open Reaction Database (ORD), a public repository of structured organic reaction records. Task: describe an organic reaction: reactants, conditions, products, and yield Starting materials: ClC1=CC=C(C=C1)C1(OC(CC1)CCC)CBr (2-(4-chlorophenyl)-2-bromomethyl-5-prop-1-yltetrahydrofuran), ClC1=CC=C(C=C1)C(=C)CCC(C)(C)O (2-(4-chlorophenyl)-5-hydroxy-5-methylhex-1-ene), BrBr (bromine), N1=CC=CC=C1 (pyridine). Solvent: ClCCl (dichloromethane). The product is ClC1=CC=C(C=C1)C1(OC(CC1)(C)C)CBr (2-(4-chlorophenyl)-2-bromomethyl-5,5-dimethyltetrahydrofuran). As a reaction SMILES: [Cl:1][C:2]1[CH:7]=[CH:6][C:5]([C:8]2([CH2:16][Br:17])[CH2:12][CH2:11][CH:10]([CH2:13]CC)[O:9]2)=[CH:4][CH:3]=1.Cl[C:19]1C=CC(C(CCC(O)(C)C)=C)=CC=1.BrBr.N1C=CC=CC=1>ClCCl>[Cl:1][C:2]1[CH:3]=[CH:4][C:5]([C:8]2([CH2:16][Br:17])[CH2:12][CH2:11][C:10]([CH3:13])([CH3:19])[O:9]2)=[CH:6][CH:7]=1. Reported procedure: By the cyclisation procedure described for the preparation of 2-(4-chlorophenyl)-2-bromomethyl-5-prop-1-yltetrahydrofuran (see Example 1), 2-(4-chlorophenyl)-5-hydroxy-5-methylhex-1-ene (5.3 g), bromine (3.8 g), and pyridine (1.9 g), in dichloromethane (60 ml), gave 2-(4-chlorophenyl)-2-bromomethyl-5,5-dimethyltetrahydrofuran (7.6 g) as a red oil, 1H nmr (CDCl3): δ1.2 (3H, singlet) and 1.4 (3H, singlet), 2×CH3, 3.5 (2H, singlet, CH2Br). The reactants are ClC=1C(C(=C(C(C1Cl)=O)C#N)C#N)=O (DDQ), COC(=O)C1=C(NC(CC1)=O)C(C1=CC=CC=C1)=O (2-Benzoyl-6-oxo-1,4,5,6-tetrahydropyridine-3-carboxylic acid methyl ester), ClC=1C(C(=C(C(C1Cl)=O)C#N)C#N)=O (2,3-dichloro-5,6-dicyano-1,4-benzoquinone). Solvent: C1(=CC=CC=C1)C (toluene). Reaction conditions: time 24 hour. Yields the product CCCC(C)C (isohexane), COC(=O)C1=C(NC(C=C1)=O)C(C1=CC=CC=C1)=O (2-benzoyl-6-oxo-1,6-dihydropyridine-3-carboxylic acid methyl ester). Isolated yield 69.9%. Reaction SMILES: [CH3:1][O:2][C:3]([C:5]1[CH2:10][CH2:9][C:8](=[O:11])[NH:7][C:6]=1[C:12](=[O:19])[C:13]1[CH:18]=[CH:17][CH:16]=[CH:15][CH:14]=1)=[O:4].ClC1C(=O)C(C#N)=C(C#N)C(=O)C=1Cl>C1(C)C=CC=CC=1>[CH3:13][CH2:12][CH2:6][CH:5]([CH3:10])[CH3:3].[CH3:1][O:2][C:3]([C:5]1[CH:10]=[CH:9][C:8](=[O:11])[NH:7][C:6]=1[C:12](=[O:19])[C:13]1[CH:18]=[CH:17][CH:16]=[CH:15][CH:14]=1)=[O:4]. Reported procedure: 2-Benzoyl-6-oxo-1,4,5,6-tetrahydropyridine-3-carboxylic acid methyl ester (5.97 g) and 2,3-dichloro-5,6-dicyano-1,4-benzoquinone (DDQ, 7.85 g) were stirred together at reflux in toluene (125 ml) for 24 h. More DDQ (7.85 g) was added and the mixture was stirred as before for a further 24 h. The solvent was removed in vacuo, and the residue was purified by flash chromatography on silica gel, eluting with 1:1 ethyl acetate:isohexane, yielding 2-benzoyl-6-oxo-1,6-dihydropyridine-3-carboxylic acid me... The reactants are CC1COCC(N1C=1C=C(C=CC1)[N+](=O)[O-])C (Meta-(3,5dimethylmorphohno) nitrobenzene). The reagents and catalysts are [Pd] (Pd on carbon). Solvent: C(C)O (ethanol). Product: CC1COCC(N1C=1C=C(N)C=CC1)C (Meta-(3,5-dimethylmorpholino) aniline). Reaction SMILES: [CH3:1][CH:2]1[N:7]([C:8]2[CH:9]=[C:10]([N+:14]([O-])=O)[CH:11]=[CH:12][CH:13]=2)[CH:6]([CH3:17])[CH2:5][O:4][CH2:3]1>C(O)C.[Pd]>[CH3:1][CH:2]1[N:7]([C:8]2[CH:9]=[C:10]([CH:11]=[CH:12][CH:13]=2)[NH2:14])[CH:6]([CH3:17])[CH2:5][O:4][CH2:3]1. Reported procedure: Meta-(3,5dimethylmorphohno) nitrobenzene (1a) (2 g, 8.5 mmol) is hydrogenated in ethanol (50 ml), over 10%Pd on carbon (200 mg) for 1.5 hours. The catalyst is removed by filtration and the solvent removed evaporation to yield an oil. The enantiomers can be separated by silica column chromatography. ES+ (M+1) 207.36. Conditions: temperature 40 celsius, time 1 hour. Reactants: Cl (hydrochloric acid), bis(cyclooctadiene)platinum, C1(=CC=CC=C1)P(C1=CC=CC=C1)C1=CC=CC=C1 (triphenylphosphine), C#CCCCCCC (1-octyne), C[SiH](C1=NC=CC=C1)C (dimethyl(2-pyridyl)silane). The solvent is C(C)OCC (diethyl ether), C(C)OCC (diethyl ether). Reaction SMILES: C1(P(C2C=CC=CC=2)C2C=CC=CC=2)C=CC=CC=1.[CH:20]#[C:21][CH2:22][CH2:23][CH2:24][CH2:25][CH2:26][CH3:27].[CH3:28][SiH:29]([CH3:36])[C:30]1[CH:35]=[CH:34][CH:33]=[CH:32][N:31]=1.Cl>C(OCC)C>[CH3:28][Si:29]([CH3:36])([CH:20]=[CH:21][CH2:22][CH2:23][CH2:24][CH2:25][CH2:26][CH3:27])[C:30]1[CH:35]=[CH:34][CH:33]=[CH:32][N:31]=1. Yields the product C[Si](C1=NC=CC=C1)(C=CCCCCCC)C (dimethyl(1-octenyl)(2-pyridyl)silane). Procedure details: To 1.0 ml of diethyl ether were added 10 mg (0.25 μmol) of bis(cyclooctadiene)platinum, 13 mg (0.50 μmol) of triphenylphosphine and 165 mg (1.5 mmol) of 1-octyne, and 69 mg (0.5 mmol) of dimethyl(2-pyridyl)silane was added dropwise thereto at room temperature over 1 hour. Further, the mixture was continued to be stirred for 6 hours at an inner temperature of 40° C., followed by the addition of 6 ml of 1N hydrochloric acid and 5 ml of diethyl ether. After the mixture was stirred for 30 minutes, i... Yield: 90.5%.